Task: describe an organic reaction: reactants, conditions, products, and yield. Dataset: the Open Reaction Database (ORD), a public repository of structured organic reaction records Starting materials: [BH4-], Cc1cc(C(=O)CCCC(C)C)ccc1Br, CCO, [Na+]. Product: Cc1cc(C(O)CCCC(C)C)ccc1Br. As a reaction SMILES: [BH4-:17].[Br:1][c:2]1[c:3]([CH3:16])[cH:4][c:5]([C:8]([CH2:9][CH2:10][CH2:11][CH:12]([CH3:13])[CH3:14])=[O:15])[cH:6][cH:7]1.[CH3:19][CH2:20][OH:21].[Na+:18]>>[Br:1][c:2]1[c:3]([CH3:16])[cH:4][c:5]([CH:8]([CH2:9][CH2:10][CH2:11][CH:12]([CH3:13])[CH3:14])[OH:15])[cH:6][cH:7]1.